From a dataset of the Open Reaction Database (ORD), a public repository of structured organic reaction records. describe an organic reaction: reactants, conditions, products, and yield Reactants: FC=1C=CC(=C(CBr)C1)[N+](=O)[O-] (5-fluoro-2-nitrobenzyl bromide), C(C)C1=NC=CC(=C1)C=1SC=C(N1)CC(=O)OC (Methyl 2-[2-(2-ethyl-4-pyridyl)-1,3-thiazole-4-yl]acetate), [NH4+].[Cl-] (NH4Cl). Run in C1(=CC=CC=C1)C (toluene). Reaction conditions: temperature -78 celsius. Yields the product C(C)C1=NC=CC(=C1)C=1SC=C(N1)C(C(=O)OC)CC1=C(C=CC(=C1)F)[N+](=O)[O-] (methyl 2-[2-(2-ethyl(4-pyridyl))(1,3-thiazol-4-yl)]-3-(5-fluoro-2-nitrophenyl)propanoate). As a reaction SMILES: [CH2:1]([C:3]1[CH:8]=[C:7]([C:9]2[S:10][CH:11]=[C:12]([CH2:14][C:15]([O:17][CH3:18])=[O:16])[N:13]=2)[CH:6]=[CH:5][N:4]=1)[CH3:2].[F:19][C:20]1[CH:21]=[CH:22][C:23]([N+:28]([O-:30])=[O:29])=[C:24]([CH:27]=1)[CH2:25]Br.[NH4+].[Cl-]>C1(C)C=CC=CC=1>[CH2:1]([C:3]1[CH:8]=[C:7]([C:9]2[S:10][CH:11]=[C:12]([CH:14]([CH2:25][C:24]3[CH:27]=[C:20]([F:19])[CH:21]=[CH:22][C:23]=3[N+:28]([O-:30])=[O:29])[C:15]([O:17][CH3:18])=[O:16])[N:13]=2)[CH:6]=[CH:5][N:4]=1)[CH3:2] |f:2.3|. Reported procedure: Methyl 2-[2-(2-ethyl-4-pyridyl)-1,3-thiazole-4-yl]acetate (520 mg, 2.0 mmol) (Example 12(a)) was dissolved in toluene and the solution was concentrated by rotary evaporation. This procedure was repeated, and the dry residue was dissolved in 18 mL anhydrous THF (18 mL). The solution was cooled to −78° C., and LHMDS (2.1 mL, 1.0 M in THF, Aldrich) was added slowly via a syringe. To the resulting red solution, 5-fluoro-2-nitrobenzyl bromide (400 mg, 1.7 mmol) was added as a solid in one portion. Th... Reactants: [BH4-], CN, CCO, [Na+], O, O=Cc1ccc(Oc2cncnc2)cc1. Yields the product CNCc1ccc(Oc2cncnc2)cc1. RXN SMILES: [BH4-:18].[CH3:16][NH2:17].[CH3:21][CH2:22][OH:23].[Na+:19].[OH2:20].[n:1]1[cH:2][n:3][cH:4][c:5]([O:7][c:8]2[cH:9][cH:10][c:11]([CH:12]=[O:13])[cH:14][cH:15]2)[cH:6]1>>[n:1]1[cH:2][n:3][cH:4][c:5]([O:7][c:8]2[cH:9][cH:10][c:11]([CH2:12][NH:17][CH3:16])[cH:14][cH:15]2)[cH:6]1. The reactants are C(C)OC(C(C1=NN(C(=N1)C)C1=CC=CC=C1)O)=O ((RS)-hydroxy-(5-methyl-1-phenyl-1H-[1,2,4]triazol-3-yl)-acetic acid ethyl ester), C(C)I (ethyl iodide). Solvent: C1(=CC=CC=C1)C (toluene). Procedure: To a stirred solution of (RS)-hydroxy-(5-methyl-1-phenyl-1H-[1,2,4]triazol-3-yl)-acetic acid ethyl ester (1.12 g) at r.t. in toluene (30 ml) under an argon atmosphere were added silver (I) oxide (2.99 g) and ethyl iodide (1.74 ml). The mixture was heated to reflux and stirring was continued for 16 h. The solids were filtered off and washed with EtOAc. The filtrate was concentrated. The product was isolated by chromatography (silica gel, gradient cyclohexane=>EtOAc) to give (RS)-ethoxy-(5-methyl-... Conditions: time 16 hour. The reagents and catalysts are [Ag-]=O (silver (I) oxide). Reaction SMILES: [CH2:1]([O:3][C:4](=[O:19])[CH:5]([OH:18])[C:6]1[N:10]=[C:9]([CH3:11])[N:8]([C:12]2[CH:17]=[CH:16][CH:15]=[CH:14][CH:13]=2)[N:7]=1)[CH3:2].[CH2:20](I)[CH3:21]>C1(C)C=CC=CC=1.[Ag-]=O>[CH2:1]([O:3][C:4](=[O:19])[CH:5]([O:18][CH2:20][CH3:21])[C:6]1[N:10]=[C:9]([CH3:11])[N:8]([C:12]2[CH:17]=[CH:16][CH:15]=[CH:14][CH:13]=2)[N:7]=1)[CH3:2]. The product is C(C)OC(C(C1=NN(C(=N1)C)C1=CC=CC=C1)OCC)=O ((RS)-ethoxy-(5-methyl-1-phenyl-1H-[1,2,4]triazol-3-yl)-acetic acid ethyl ester). The reactants are CO (MeOH), C1(=CC=C(C=C1)S(=O)(=O)O)C (p-tolylsulfonic acid), C(C)(C)(C)[Mg]Cl (t-butyl magnesium chloride), BrC1=CC=C2C(CCC(C2=C1)=O)(C)C (7-bromo-3,4-dihydro-4,4-dimethylnaphthalen-1(2H)-one), BrC1=CC=C2C(CCC(C2=C1)=O)(C)C (7-bromo-3,4-dihydro-4,4-dimethylnaphthalen-1(2H)-one), 3,4,5,6,-tetrahydro-2(H)-pyrimidinone. Solvent: C1CCOC1 (THF). Conditions: temperature -20 celsius, time 1 hour. Product: BrC1=CC=C2C(CC=C(C2=C1)C(C)(C)C)(C)C (7-Bromo-1-(1,1-dimethylethyl)-3,4-dihydro-4,4-dimethylnaphthalene). As a reaction SMILES: [Br:1][C:2]1[CH:11]=[C:10]2[C:5]([C:6]([CH3:14])([CH3:13])[CH2:7][CH2:8][C:9]2=O)=[CH:4][CH:3]=1.[C:15]([Mg]Cl)([CH3:18])([CH3:17])[CH3:16].CO.C1(C)C=CC(S(O)(=O)=O)=CC=1>C1COCC1>[Br:1][C:2]1[CH:11]=[C:10]2[C:5]([C:6]([CH3:14])([CH3:13])[CH2:7][CH:8]=[C:9]2[C:15]([CH3:18])([CH3:17])[CH3:16])=[CH:4][CH:3]=1. Reported procedure: In a flame dried round bottom flask 7-bromo-3,4-dihydro-4,4-dimethylnaphthalen-1(2H)-one (Compound G, 2.0 g, 7.93 mmol) was dissolved in anhydrous THF (50 ml) and 3,4,5,6,-tetrahydro-2(H)-pyrimidinone (DMPU) (11.5 ml, 95.16 mmol) was added, under argon atmosphere. The reaction was then cooled to -20° C. and a solution of t-butyl magnesium chloride (16 ml, 31.7 mmol) (2M in Et2O) was added dropwise and stirred at -20° C. for 2 h and at ambient temperature for 1 h, under argon atmosphere. The reac... Reactants: C(C)(=O)O[BH-](OC(C)=O)OC(C)=O.[Na+] (Sodium triacetoxyborohydride), FC1=C(C=C(C=O)C=C1)[N+](=O)[O-] (4-Fluoro-3-nitro-benzaldehyde), C(C)(=O)O (acetic acid), N1CCCCC1 (Piperidine), Cl (HCl). Solvent: C(Cl)Cl (methylene chloride). Run at temperature 0 celsius, time 18 hour. Yields the product FC1=C(C=C(CN2CCCCC2)C=C1)[N+](=O)[O-] (1-(4-fluoro-3-nitro-benzyl)-piperidine). The yield is 56.5%. As a reaction SMILES: [F:1][C:2]1[CH:9]=[CH:8][C:5]([CH:6]=O)=[CH:4][C:3]=1[N+:10]([O-:12])=[O:11].C(O)(=O)C.[NH:17]1[CH2:22][CH2:21][CH2:20][CH2:19][CH2:18]1.C(O[BH-](OC(=O)C)OC(=O)C)(=O)C.[Na+].Cl>C(Cl)Cl>[F:1][C:2]1[CH:9]=[CH:8][C:5]([CH2:6][N:17]2[CH2:22][CH2:21][CH2:20][CH2:19][CH2:18]2)=[CH:4][C:3]=1[N+:10]([O-:12])=[O:11] |f:3.4|. Reported procedure: 4-Fluoro-3-nitro-benzaldehyde (3.39 g, 0.0200 mol) was dissolved in methylene chloride (100 mL) and acetic acid (3.50 mL, 0.0616 mol) and the mixture was cooled to −10° C. Piperidine (2.4 mL, 0.024 mol) was then added to the cooled mixture over 10 minutes. Sodium triacetoxyborohydride (17.0 g, 0.0802 mol) was added in one portion. After stirring at 0° C. for 18 hours, the reaction was poured into a mixture of 1N aqueous HCl and ice. The organic phase was removed, and the aqueous layer was made b...